From a dataset of the Open Reaction Database (ORD), a public repository of structured organic reaction records. describe an organic reaction: reactants, conditions, products, and yield Starting materials: CC(C(C=CC(=O)O)=O)(C)C (5,5-dimethyl-4-oxo-2-hexenoic acid). The solvent is C(C)OCC (diethyl ether). Reaction conditions: time 18 hour. Product: C(C)(C)(C)C1(C=CC(O1)=O)O (5-t-butyl-5-hydroxy-2-oxofuran). RXN SMILES: [CH3:1][C:2]([CH3:11])([CH3:10])[C:3](=[O:9])[CH:4]=[CH:5][C:6]([OH:8])=[O:7]>C(OCC)C>[C:2]([C:3]1([OH:9])[O:7][C:6](=[O:8])[CH:5]=[CH:4]1)([CH3:11])([CH3:10])[CH3:1]. Procedure details: To 8.5 g. of pure 5,5-dimethyl-4-oxo-2-hexenoic acid in 150 ml. of diethyl ether was applied irradiation from a 300 watt sun-lamp. The solution was in a 500 ml. Pyrex flask, and the lamp was placed 5 cm. from the flask. The light emitted by the lamp was primarily of wave length 200 to 800 mμ. The irradiation was continued for about 18 hours. The mixture was then evaporated under vacuum to obtain 8.5 g. of the desired product as colorless crystals.